This data is from the Open Reaction Database (ORD), a public repository of structured organic reaction records. The task is: describe an organic reaction: reactants, conditions, products, and yield Starting materials: ON1N=NC2=C1C=CC=C2 (1-hydroxybenzotriazole), Cl.C(C)N=C=NCCCN(C)C (1-ethyl-3-(3′-dimethylaminopropyl)carbodiimide hydrochloride), C1(=CC=CC=C1)C=1N=C(OC1C1=CC=CC=C1)[C@H]1[C@@H](CCC1)CC=1C=C(C(=O)O)C=CC1 (3-{[(1S,2R)-2-(4,5-diphenyloxazol-2-yl)-1-cyclopentyl]methyl}benzoic acid), NC[C@@H](O)C1=CC=CC=C1 ((S)-2-amino-1-phenylethanol). Run in CN(C)C=O (DMF), CCOC(=O)C (EtOAc). Conditions: time 2 hour. Yields the product C1(=CC=CC=C1)C=1N=C(OC1C1=CC=CC=C1)[C@H]1[C@@H](CCC1)CC=1C=C(C(=O)N)C=CC1 (3-{[(1S,2R)-2-(4,5-diphenyloxazol-2-yl)-1-cyclopentyl]methyl}benzamide). The yield is 122.0%. As a reaction SMILES: [C:1]1([C:7]2[N:8]=[C:9]([C@@H:18]3[CH2:22][CH2:21][CH2:20][C@H:19]3[CH2:23][C:24]3[CH:25]=[C:26]([CH:30]=[CH:31][CH:32]=3)[C:27]([OH:29])=O)[O:10][C:11]=2[C:12]2[CH:17]=[CH:16][CH:15]=[CH:14][CH:13]=2)[CH:6]=[CH:5][CH:4]=[CH:3][CH:2]=1.[NH2:33]C[C@H](C1C=CC=CC=1)O.ON1C2C=CC=CC=2N=N1.Cl.C(N=C=NCCCN(C)C)C>CN(C=O)C.CCOC(C)=O>[C:1]1([C:7]2[N:8]=[C:9]([C@@H:18]3[CH2:22][CH2:21][CH2:20][C@H:19]3[CH2:23][C:24]3[CH:25]=[C:26]([CH:30]=[CH:31][CH:32]=3)[C:27]([NH2:33])=[O:29])[O:10][C:11]=2[C:12]2[CH:17]=[CH:16][CH:15]=[CH:14][CH:13]=2)[CH:6]=[CH:5][CH:4]=[CH:3][CH:2]=1 |f:3.4|. Procedure: To a mixture of 3-{[(1S,2R)-2-(4,5-diphenyloxazol-2-yl)-1-cyclopentyl]methyl}benzoic acid (76 mg, 0.18 mmol) and (S)-2-amino-1-phenylethanol (30 mg, 0.22 mmol) in DMF (4 ml) was added 1-hydroxybenzotriazole (36 mg, 0.27 mmol) and 1-ethyl-3-(3′-dimethylaminopropyl)carbodiimide hydrochloride (69 mg, 0.36 mmol). After stirring the resulting mixture at room temperature for 2 hours, the reaction mixture was diluted with EtOAc (30 ml), washed with 1N-hydrochloric acid, water, saturated sodium hydrogen... Reaction SMILES: [Cl:1][C:2]1[C:11]2[C:6](=[CH:7][C:8]([O:12][CH3:13])=[CH:9][CH:10]=2)[N:5]=[CH:4][CH:3]=1.Br[C:15]1[CH:20]=[CH:19][C:18]([CH3:21])=[CH:17][CH:16]=1>>[Cl:1][C:2]1[C:11]2[C:6](=[CH:7][C:8]([O:12][CH3:13])=[CH:9][CH:10]=2)[N:5]=[C:4]([C:15]2[CH:20]=[CH:19][C:18]([CH3:21])=[CH:17][CH:16]=2)[CH:3]=1. Product: ClC1=CC(=NC2=CC(=CC=C12)OC)C1=CC=C(C=C1)C (4-Chloro-7-methoxy-2-p-tolyl-quinoline). Procedure details: The title compound, m. p. 129-131° C., MS: m/e=283 (M+), was prepared from 4-chloro-7-methoxy-quinoline and 4-bromotoluene. The reactants are ClC1=CC=NC2=CC(=CC=C12)OC (4-chloro-7-methoxy-quinoline), BrC1=CC=C(C=C1)C (4-bromotoluene).